Dataset: the Open Reaction Database (ORD), a public repository of structured organic reaction records. Task: describe an organic reaction: reactants, conditions, products, and yield Starting materials: ClC1=CC=C(C=C1)C=1SC=C(N1)C1(CCN(CC1)C)CN ((4-(2-(4-chlorophenyl)thiazol-4-yl)-1-methylpiperidin-4-yl)methanamine), FC(C(=O)C1=CC=C(S1)C=1C=C(C(=O)O)C=CC1)(F)F (3-(5-(2,2,2-trifluoroacetyl)thiophen-2-yl)benzoic acid). Yields the product ClC1=CC=C(C=C1)C=1SC=C(N1)C1(CCN(CC1)C)CNC(C1=CC(=CC=C1)C=1SC(=CC1)C(C(F)(F)F)=O)=O (N-((4-(2-(4-Chlorophenyl)thiazol-4-yl)-1-methylpiperidin-4-yl)methyl)-3-(5-(2,2,2-trifluoroacetyl)thiophen-2-yl)benzamide). Yield: 4.0%. Reaction SMILES: [Cl:1][C:2]1[CH:7]=[CH:6][C:5]([C:8]2[S:9][CH:10]=[C:11]([C:13]3([CH2:20][NH2:21])[CH2:18][CH2:17][N:16]([CH3:19])[CH2:15][CH2:14]3)[N:12]=2)=[CH:4][CH:3]=1.[F:22][C:23]([F:41])([F:40])[C:24]([C:26]1[S:30][C:29]([C:31]2[CH:32]=[C:33]([CH:37]=[CH:38][CH:39]=2)[C:34](O)=[O:35])=[CH:28][CH:27]=1)=[O:25]>>[Cl:1][C:2]1[CH:7]=[CH:6][C:5]([C:8]2[S:9][CH:10]=[C:11]([C:13]3([CH2:20][NH:21][C:34](=[O:35])[C:33]4[CH:37]=[CH:38][CH:39]=[C:31]([C:29]5[S:30][C:26]([C:24](=[O:25])[C:23]([F:22])([F:40])[F:41])=[CH:27][CH:28]=5)[CH:32]=4)[CH2:14][CH2:15][N:16]([CH3:19])[CH2:17][CH2:18]3)[N:12]=2)=[CH:4][CH:3]=1. Procedure: This compound was synthesized from (4-(2-(4-chlorophenyl)thiazol-4-yl)-1-methylpiperidin-4-yl)methanamine and 3-(5-(2,2,2-trifluoroacetyl)thiophen-2-yl)benzoic acid as described in example 8 step 6 (8.5 mg, yield 4%). 1H NMR (400 MHz, DMSO-d6) δ 8.54 (m, 1H), 8.14-8.13 (m, 2H), 8.00-7.86 (m, 4H), 7.82-7.77 (m, 1H), 7.70 (m, 1H), 7.60-7.56 (m, 1H), 7.48-7.46 (m, 2H), 3.50 (m, 2H), 3.39-3.17 (m, 4H), 2.57 (m, 3H), 2.43 (m, 2H), 2.08 (m, 2H). The reactants are CC=1C(=NC(=CN1)C)N1CC2CNCC2C1 (2-(3,6-Dimethyl-pyrazin-2-yl)-octahydro-pyrrolo[3,4-c]pyrrole), N=1N=C(NC1)C1=C(C(=O)O)C=CC=C1 (2-(4H-[1,2,4]triazol-3-yl)benzoic acid). Yields the product CC=1C(=NC(=CN1)C)N1CC2C(C1)CN(C2)C(=O)C2=C(C=CC=C2)C=2NN=CN2 ([5-(3,6-Dimethyl-pyrazin-2-yl)-hexahydro-pyrrolo[3,4-c]pyrrol-2-yl]-[2-(2H-[1,2,4]triazol-3-yl)-phenyl]-methanone). RXN SMILES: [CH3:1][C:2]1[C:3]([N:9]2[CH2:16][CH:15]3[CH:11]([CH2:12][NH:13][CH2:14]3)[CH2:10]2)=[N:4][C:5]([CH3:8])=[CH:6][N:7]=1.[N:17]1[N:18]=[C:19]([C:22]2[CH:30]=[CH:29][CH:28]=[CH:27][C:23]=2[C:24](O)=[O:25])[NH:20][CH:21]=1>>[CH3:1][C:2]1[C:3]([N:9]2[CH2:16][CH:15]3[CH2:14][N:13]([C:24]([C:23]4[CH:27]=[CH:28][CH:29]=[CH:30][C:22]=4[C:19]4[NH:18][N:17]=[CH:21][N:20]=4)=[O:25])[CH2:12][CH:11]3[CH2:10]2)=[N:4][C:5]([CH3:8])=[CH:6][N:7]=1. Procedure: The title compound was prepared in a manner analogous to Example 15 utilizing Intermediate 34 and 2-(4H-[1,2,4]triazol-3-yl)benzoic acid. MS (ESI): mass calculated for C21H23N7O, 389.46; m/z found 390.2 [M+H]+.